From a dataset of the Open Reaction Database (ORD), a public repository of structured organic reaction records. describe an organic reaction: reactants, conditions, products, and yield Starting materials: BrCc1ccc2ccccc2c1, COC(=O)c1cccc(C2CCN(C(=O)OC(C)(C)C)CC2O)c1. Yields the product COC(=O)c1cccc(C2CCN(C(=O)OC(C)(C)C)CC2OCc2ccc3ccccc3c2)c1. As a reaction SMILES: [Br:25][CH2:26][c:27]1[cH:28][c:29]2[cH:30][cH:31][cH:32][cH:33][c:34]2[cH:35][cH:36]1.[OH:1][CH:2]1[CH2:3][N:4]([C:18](=[O:19])[O:20][C:21]([CH3:22])([CH3:23])[CH3:24])[CH2:5][CH2:6][CH:7]1[c:8]1[cH:9][c:10]([C:14](=[O:15])[O:16][CH3:17])[cH:11][cH:12][cH:13]1>>[O:1]([CH:2]1[CH2:3][N:4]([C:18](=[O:19])[O:20][C:21]([CH3:22])([CH3:23])[CH3:24])[CH2:5][CH2:6][CH:7]1[c:8]1[cH:9][c:10]([C:14](=[O:15])[O:16][CH3:17])[cH:11][cH:12][cH:13]1)[CH2:26][c:27]1[cH:28][c:29]2[cH:30][cH:31][cH:32][cH:33][c:34]2[cH:35][cH:36]1. Starting materials: N#Cc1ccc(C(=O)Nc2ccc(Cl)c(N)c2)cc1, O=C(Cl)c1cccnc1. Yields the product N#Cc1ccc(C(=O)Nc2ccc(Cl)c(NC(=O)c3cccnc3)c2)cc1. RXN SMILES: [NH2:10][c:11]1[cH:12][c:13]([NH:18][C:19]([c:20]2[cH:21][cH:22][c:23]([C:26]#[N:27])[cH:24][cH:25]2)=[O:28])[cH:14][cH:15][c:16]1[Cl:17].[n:1]1[cH:2][c:3]([C:7](=[O:8])[Cl:9])[cH:4][cH:5][cH:6]1>>[n:1]1[cH:2][c:3]([C:7](=[O:8])[NH:10][c:11]2[cH:12][c:13]([NH:18][C:19]([c:20]3[cH:21][cH:22][c:23]([C:26]#[N:27])[cH:24][cH:25]3)=[O:28])[cH:14][cH:15][c:16]2[Cl:17])[cH:4][cH:5][cH:6]1. Starting materials: C(C)C=1C(NC(NC1C(C1=CC(=CC(=C1)C)C)=O)=O)=O (5-Ehtyl-6-(3,5-dimethylbenzoyl)-2,4-pyrimidinedione), C1(=CC=C(C=C1)S(=O)(=O)OCC1CCC1)C ((cyclobutyl)methyl para-toluenesulfonate). Product: C1(CCC1)CN1C(NC(C(=C1C(C1=CC(=CC(=C1)C)C)=O)CC)=O)=O (1-(Cyclobutyl)methyl-5-ethyl-6-(3,5-dimethylbenzoyl)-2,4-pyrimidinedione). The yield is 52.6%. Reaction SMILES: [CH2:1]([C:3]1[C:4](=[O:20])[NH:5][C:6](=[O:19])[NH:7][C:8]=1[C:9](=[O:18])[C:10]1[CH:15]=[C:14]([CH3:16])[CH:13]=[C:12]([CH3:17])[CH:11]=1)[CH3:2].C1(C)C=CC(S(O[CH2:31][CH:32]2[CH2:35][CH2:34][CH2:33]2)(=O)=O)=CC=1>>[CH:32]1([CH2:31][N:7]2[C:8]([C:9](=[O:18])[C:10]3[CH:11]=[C:12]([CH3:17])[CH:13]=[C:14]([CH3:16])[CH:15]=3)=[C:3]([CH2:1][CH3:2])[C:4](=[O:20])[NH:5][C:6]2=[O:19])[CH2:35][CH2:34][CH2:33]1. Reported procedure: 5-Ehtyl-6-(3,5-dimethylbenzoyl)-2,4-pyrimidinedione and (cyclobutyl)methyl para-toluenesulfonate were reacted by the same way with the example 1 to obtain the titled compound (179 mg, yield: 52.6%). Reactants: [N+](=O)([O-])C=1C=NNC1 (4-nitropyrazole), C1(CC1)B(O)O (cyclopropylboronic acid), C([O-])([O-])=O.[Na+].[Na+] (sodium carbonate), ClC(C)Cl (dichloroethane). Reagents/catalysts: C(C)(=O)[O-].[Cu+2].C(C)(=O)[O-] (copper (II) acetate). Conditions: temperature 70 celsius. Yields the product C1(CC1)N1N=CC(=C1)[N+](=O)[O-] (1-Cyclopropyl-4-nitro-1H-pyrazole). The yield is 27.3%. As a reaction SMILES: [N+:1]([C:4]1[CH:5]=[N:6][NH:7][CH:8]=1)([O-:3])=[O:2].[CH:9]1(B(O)O)[CH2:11][CH2:10]1.C(=O)([O-])[O-].[Na+].[Na+].ClC(Cl)C>C([O-])(=O)C.[Cu+2].C([O-])(=O)C>[CH:9]1([N:6]2[CH:5]=[C:4]([N+:1]([O-:3])=[O:2])[CH:8]=[N:7]2)[CH2:11][CH2:10]1 |f:2.3.4,6.7.8|. Procedure details: A 100-mL three-neck round-bottomed flask equipped with a reflux condenser and magnetic stirrer was purged with nitrogen and charged with 4-nitropyrazole (500 mg, 4.42 mmol), cyclopropylboronic acid (760 mg, 8.84 mmol), sodium carbonate (937 mg, 8.84 mmol), 2,2′-bipryidyl (690 mg, 4.42 mmol), and dichloroethane (45 mL). After bubbling nitrogen through the resulting suspension for 30 min, copper (II) acetate (802 mg, 4.42 mmol) was added, and the reaction mixture was heated at 70° C. (oil bath tem... Starting materials: CN(C)c1ccncc1, CC#N, OCc1ccccc1, CS(=O)(=O)c1ccc(O)c(C(=O)O)c1. The product is CS(=O)(=O)c1ccc(O)c(C(=O)OCc2ccccc2)c1. Reaction SMILES: [CH3:23][N:24]([CH3:25])[c:26]1[cH:27][cH:28][n:29][cH:30][cH:31]1.[CH3:32][C:33]#[N:34].[OH:15][CH2:16][c:17]1[cH:18][cH:19][cH:20][cH:21][cH:22]1.[OH:1][c:2]1[c:3]([C:4](=[O:5])[OH:6])[cH:7][c:8]([S:11](=[O:12])(=[O:13])[CH3:14])[cH:9][cH:10]1>>[OH:1][c:2]1[c:3]([C:4]([O:5][CH2:16][c:17]2[cH:18][cH:19][cH:20][cH:21][cH:22]2)=[O:6])[cH:7][c:8]([S:11](=[O:12])(=[O:13])[CH3:14])[cH:9][cH:10]1. Reactants: Cl.C(C)(=O)OCC (Hydrogen chloride ethyl acetate), C(C)OC=1C=C2CCN([C@H](C2=CC1)C(NC1=CC(=C(C(=C1)F)C(COCC)(C)C)F)=O)C(=O)OC(C)(C)C (tert-butyl (R)-6-ethoxy-1-((4-(1-ethoxy-2-methylpropan-2-yl)-3,5-difluorophenyl)carbamoyl)-3,4-dihydroisoquinoline-2(1H)-carboxylate). Run in C(C)(=O)OCC (ethyl acetate). Run at time 8 hour. Product: Cl.C(C)OC=1C=C2CCN[C@H](C2=CC1)C(=O)NC1=CC(=C(C(=C1)F)C(COCC)(C)C)F ((R)-6-ethoxy-N-(4-(1-ethoxy-2-methylpropan-2-yl)-3,5-difluorophenyl)-1,2,3,4-tetrahydroisoquinoline-1-carboxamide hydrochloride). The yield is 97.0%. RXN SMILES: [ClH:1].C(OCC)(=O)C.[CH2:8]([O:10][C:11]1[CH:12]=[C:13]2[C:18](=[CH:19][CH:20]=1)[C@H:17]([C:21](=[O:38])[NH:22][C:23]1[CH:28]=[C:27]([F:29])[C:26]([C:30]([CH3:36])([CH3:35])[CH2:31][O:32][CH2:33][CH3:34])=[C:25]([F:37])[CH:24]=1)[N:16](C(OC(C)(C)C)=O)[CH2:15][CH2:14]2)[CH3:9]>C(OCC)(=O)C>[ClH:1].[CH2:8]([O:10][C:11]1[CH:12]=[C:13]2[C:18](=[CH:19][CH:20]=1)[C@H:17]([C:21]([NH:22][C:23]1[CH:28]=[C:27]([F:29])[C:26]([C:30]([CH3:35])([CH3:36])[CH2:31][O:32][CH2:33][CH3:34])=[C:25]([F:37])[CH:24]=1)=[O:38])[NH:16][CH2:15][CH2:14]2)[CH3:9] |f:0.1,4.5|. Procedure: 4N Hydrogen chloride/ethyl acetate (4 mL) was added to a solution of tert-butyl (R)-6-ethoxy-1-((4-(1-ethoxy-2-methylpropan-2-yl)-3,5-difluorophenyl)carbamoyl)-3,4-dihydroisoquinoline-2(1H)-carboxylate (320 mg, 0.60 mmol) in ethyl acetate (2 mL), and the mixture was stirred overnight at room temperature. The reaction mixture was concentrated under reduced pressure, and the precipitate was collected by filtration with hexane to give (R)-6-ethoxy-N-(4-(1-ethoxy-2-methylpropan-2-yl)-3,5-difluorophe... The reactants are CCOC(=O)C(=NO)c1c[nH]c2c(CC)cccc12, CCO, Cl. Product: CCOC(=O)C(N)c1c[nH]c2c(CC)cccc12. RXN SMILES: [CH2:1]([CH3:2])[O:3][C:4]([C:5]([c:6]1[cH:7][nH:8][c:9]2[c:10]([CH2:15][CH3:16])[cH:11][cH:12][cH:13][c:14]12)=[N:17][OH:18])=[O:19].[CH3:21][CH2:22][OH:23].[ClH:20]>>[CH2:1]([CH3:2])[O:3][C:4]([CH:5]([c:6]1[cH:7][nH:8][c:9]2[c:10]([CH2:15][CH3:16])[cH:11][cH:12][cH:13][c:14]12)[NH2:17])=[O:19]. The reactants are N[C@H]1CC[C@H](CCC1)OC=1C=C2C=CN(C(C2=CC1C)=O)CC1=CC=C(C=C1)OC (6-(cis-4-amino-cycloheptyloxy)-2-(4-methoxy-benzyl)-7-methyl-2H-isoquinolin-1-one), FC(C(=O)O)(F)F (trifluoroacetic acid). Run at temperature 150 celsius. Yields the product N[C@H]1CC[C@H](CCC1)OC=1C=C2C=CNC(C2=CC1C)=O (6-(cis-4-Amino-cycloheptyloxy)-7-methyl-2H-isoquinolin-1-one). Reaction SMILES: [NH2:1][C@@H:2]1[CH2:8][CH2:7][CH2:6][C@H:5]([O:9][C:10]2[CH:11]=[C:12]3[C:17](=[CH:18][C:19]=2[CH3:20])[C:16](=[O:21])[N:15](CC2C=CC(OC)=CC=2)[CH:14]=[CH:13]3)[CH2:4][CH2:3]1.FC(F)(F)C(O)=O>>[NH2:1][C@@H:2]1[CH2:8][CH2:7][CH2:6][C@H:5]([O:9][C:10]2[CH:11]=[C:12]3[C:17](=[CH:18][C:19]=2[CH3:20])[C:16](=[O:21])[NH:15][CH:14]=[CH:13]3)[CH2:4][CH2:3]1. Procedure details: 130 mg (0.32 mmol) 6-(cis-4-amino-cycloheptyloxy)-2-(4-methoxy-benzyl)-7-methyl-2H-isoquinolin-1-one were dissolved in 730 mg (6.4 mmol) trifluoroacetic acid and the mixture was heated for 2 h in a microwave oven at 150° C. Then the excess trifluoroacetic acid was distilled off in vacuo and the residue was diluted with water and the solution was made alkaline. After extraction with dichloromethane, drying over magnesium sulfate and evaporation 24 mg of 6-(cis-4-amino-cycloheptyloxy)-7-methyl-2H-...